Dataset: the Open Reaction Database (ORD), a public repository of structured organic reaction records. Task: describe an organic reaction: reactants, conditions, products, and yield Starting materials: CC1(C)CC(=O)c2c(Br)cn(-c3ccccn3)c2C1, O=C([O-])[O-], COCCOC, [Na+], [Na+], O, OB(O)c1ccccc1, c1ccc(P(c2ccccc2)(c2ccccc2)[Pd](P(c2ccccc2)(c2ccccc2)c2ccccc2)(P(c2ccccc2)(c2ccccc2)c2ccccc2)P(c2ccccc2)(c2ccccc2)c2ccccc2)cc1. Yields the product CC1(C)CC(=O)c2c(-c3ccccc3)cn(-c3ccccn3)c2C1. Reaction SMILES: [Br:1][c:2]1[cH:3][n:4](-[c:14]2[n:15][cH:16][cH:17][cH:18][cH:19]2)[c:5]2[c:10]1[C:9](=[O:11])[CH2:8][C:7]([CH3:12])([CH3:13])[CH2:6]2.[C:29](=[O:30])([O-:31])[O-:32].[CH3:35][O:36][CH2:37][CH2:38][O:39][CH3:40].[Na+:33].[Na+:34].[OH2:41].[OH:20][B:21]([OH:22])[c:23]1[cH:24][cH:25][cH:26][cH:27][cH:28]1.[cH:42]1[cH:43][cH:44][c:45]([P:46]([Pd:47]([P:48]([c:49]2[cH:50][cH:51][cH:52][cH:53][cH:54]2)([c:55]2[cH:56][cH:57][cH:58][cH:59][cH:60]2)[c:61]2[cH:62][cH:63][cH:64][cH:65][cH:66]2)([P:67]([c:68]2[cH:69][cH:70][cH:71][cH:72][cH:73]2)([c:74]2[cH:75][cH:76][cH:77][cH:78][cH:79]2)[c:80]2[cH:81][cH:82][cH:83][cH:84][cH:85]2)[P:86]([c:87]2[cH:88][cH:89][cH:90][cH:91][cH:92]2)([c:93]2[cH:94][cH:95][cH:96][cH:97][cH:98]2)[c:99]2[cH:100][cH:101][cH:102][cH:103][cH:104]2)([c:105]2[cH:106][cH:107][cH:108][cH:109][cH:110]2)[c:111]2[cH:112][cH:113][cH:114][cH:115][cH:116]2)[cH:117][cH:118]1>>[c:2]1(-[c:23]2[cH:24][cH:25][cH:26][cH:27][cH:28]2)[cH:3][n:4](-[c:14]2[n:15][cH:16][cH:17][cH:18][cH:19]2)[c:5]2[c:10]1[C:9](=[O:11])[CH2:8][C:7]([CH3:12])([CH3:13])[CH2:6]2. The reactants are CN1N=CC=C1C1=NC=CC=C1CO ((2-(1-methyl-1H-pyrazol-5-yl)pyridin-3-yl)methanol), O=S(Cl)Cl (SOCl2). Run in C(Cl)Cl (DCM). Conditions: time 4 hour. Yields the product ClCC=1C(=NC=CC1)C1=CC=NN1C (3-(chloromethyl)-2-(1-methyl-1H-pyrazol-5-yl)pyridine). Reaction SMILES: [CH3:1][N:2]1[C:6]([C:7]2[C:12]([CH2:13]O)=[CH:11][CH:10]=[CH:9][N:8]=2)=[CH:5][CH:4]=[N:3]1.O=S(Cl)[Cl:17]>C(Cl)Cl>[Cl:17][CH2:13][C:12]1[C:7]([C:6]2[N:2]([CH3:1])[N:3]=[CH:4][CH:5]=2)=[N:8][CH:9]=[CH:10][CH:11]=1. Procedure: To (2-(1-methyl-1H-pyrazol-5-yl)pyridin-3-yl)methanol (182 mg, 0.96 mmol) in DCM (5 mL) was added SOCl2 (1.5 mL) at rt. The reaction mixture was stirred at rt for 4 h and concentrated to dryness. The crude solid was suspended in toluene and concentrated to dryness. The process was repeated three times and dried under vacuum to give 3-(chloromethyl)-2-(1-methyl-1H-pyrazol-5-yl)pyridine (236 mg) as an off-white solid, which was used for next step without further purification. Reactants: O (water), C1=CN=C2N1C1=C(NC2=O)C=2C=CC=CC2C1 (5H,10H-imidazo-[1,2-a]indeno[1,2-e]pyrazin-4-one), [H-].[Na+] (sodium hydride), BrC=1C=C(C=O)C=CC1 (3-bromobenzaldehyde). The solvent is C(C)(=O)O (acetic acid), C(C)(=O)O (acetic acid), CN(C=O)C (dimethylformamide), CS(=O)C (dimethyl sulphoxide). Run at temperature 20 celsius, time 15 hour. Yields the product BrC=1C=C(C=C2C=3C=CC=CC3C=3NC(C=4N(C32)C=CN4)=O)C=CC1 (10-(3-bromo-benzylidene)-5H,10H-imidazo[1,2-a]indeno[1,2-e]pyrazin-4-one). Isolated yield 16.9%. As a reaction SMILES: [CH:1]1[N:5]2[C:6]3[CH2:17][C:16]4[CH:15]=[CH:14][CH:13]=[CH:12][C:11]=4[C:7]=3[NH:8][C:9](=[O:10])[C:4]2=[N:3][CH:2]=1.[Br:18][C:19]1[CH:20]=[C:21]([CH:24]=[CH:25][CH:26]=1)[CH:22]=O.[H-].[Na+].O>CS(C)=O.C(O)(=O)C.CN(C)C=O>[Br:18][C:19]1[CH:20]=[C:21]([CH:24]=[CH:25][CH:26]=1)[CH:22]=[C:17]1[C:6]2[N:5]3[CH:1]=[CH:2][N:3]=[C:4]3[C:9](=[O:10])[NH:8][C:7]=2[C:11]2[CH:12]=[CH:13][CH:14]=[CH:15][C:16]1=2 |f:2.3|. Procedure: To a suspension of 2.2 g of 5H,10H-imidazo-[1,2-a]indeno[1,2-e]pyrazin-4-one in 45 ml of anhydrous dimethyl sulphoxide, maintained under a nitrogen atmosphere and at a temperature in the region of 20° C., are added 2 g of 3-bromobenzaldehyde followed, over 5 minutes, by 0.72 g of 80% sodium hydride. The mixture is stirred for 15 hours at the same temperature, followed by slow addition of 45 ml of distilled water and 12 ml of acetic acid. The insoluble product formed is isolated by filtration, wa... The product is CC(C)C1NC(=O)C2CSSCCC=CC(CC(=O)NC(Cc3cn(C(=O)OC(C)(C)C)c4ccccc34)C(=O)N2)OC(=O)CC1O. Starting materials: CC(C)C1NC(=O)C(CSC(c2ccccc2)(c2ccccc2)c2ccccc2)NC(=O)C(Cc2cn(C(=O)OC(C)(C)C)c3ccccc23)NC(=O)CC(C=CCCSC(c2ccccc2)(c2ccccc2)c2ccccc2)OC(=O)CC1O, CO, ClCCl, I, [Na+], [Na+], O=S([O-])([O-])=S. RXN SMILES: [C:2]([CH3:3])([CH3:4])([CH3:5])[O:6][C:7](=[O:8])[n:9]1[cH:10][c:11]([CH2:18][CH:19]2[NH:20][C:21](=[O:86])[CH2:22][CH:23]([CH:62]=[CH:63][CH2:64][CH2:65][S:66][C:67]([c:68]3[cH:69][cH:70][cH:71][cH:72][cH:73]3)([c:74]3[cH:75][cH:76][cH:77][cH:78][cH:79]3)[c:80]3[cH:81][cH:82][cH:83][cH:84][cH:85]3)[O:24][C:25](=[O:61])[CH2:26][CH:27]([OH:60])[CH:28]([CH:57]([CH3:58])[CH3:59])[NH:29][C:30](=[O:56])[CH:31]([CH2:35][S:36][C:37]([c:38]3[cH:39][cH:40][cH:41][cH:42][cH:43]3)([c:44]3[cH:45][cH:46][cH:47][cH:48][cH:49]3)[c:50]3[cH:51][cH:52][cH:53][cH:54][cH:55]3)[NH:32][C:33]2=[O:34])[c:12]2[cH:13][cH:14][cH:15][cH:16][c:17]12.[CH3:97][OH:98].[Cl:94][CH2:95][Cl:96].[I:1].[Na+:92].[Na+:93].[S:87]([O-:88])([O-:89])(=[O:90])=[S:91]>>[C:2]([CH3:3])([CH3:4])([CH3:5])[O:6][C:7](=[O:8])[n:9]1[cH:10][c:11]([CH2:18][CH:19]2[NH:20][C:21](=[O:86])[CH2:22][CH:23]3[O:24][C:25](=[O:61])[CH2:26][CH:27]([OH:60])[CH:28]([CH:57]([CH3:58])[CH3:59])[NH:29][C:30](=[O:56])[CH:31]([NH:32][C:33]2=[O:34])[CH2:35][S:36][S:66][CH2:65][CH2:64][CH:63]=[CH:62]3)[c:12]2[cH:13][cH:14][cH:15][cH:16][c:17]12.